Dataset: the Open Reaction Database (ORD), a public repository of structured organic reaction records. Task: describe an organic reaction: reactants, conditions, products, and yield The reactants are N#Cc1ccccc1S(=O)(=O)c1ccc2cc(Br)ccc2c1, OB(O)c1ccc(F)cc1. Product: N#Cc1ccccc1S(=O)(=O)c1ccc2cc(-c3ccc(F)cc3)ccc2c1. Reaction SMILES: [Br:1][c:2]1[cH:3][c:4]2[cH:5][cH:6][c:7]([S:12](=[O:13])(=[O:14])[c:15]3[c:16]([C:17]#[N:18])[cH:19][cH:20][cH:21][cH:22]3)[cH:8][c:9]2[cH:10][cH:11]1.[F:23][c:24]1[cH:25][cH:26][c:27]([B:30]([OH:31])[OH:32])[cH:28][cH:29]1>>[c:2]1(-[c:27]2[cH:26][cH:25][c:24]([F:23])[cH:29][cH:28]2)[cH:3][c:4]2[cH:5][cH:6][c:7]([S:12](=[O:13])(=[O:14])[c:15]3[c:16]([C:17]#[N:18])[cH:19][cH:20][cH:21][cH:22]3)[cH:8][c:9]2[cH:10][cH:11]1. Reactants: CC(C)(C)OC(=O)Nc1cc(Cl)c(-c2ccc(F)cc2)cc1NC(=O)CC(=O)c1cccc(-n2ccnc2)c1, ClCCl, O=C(O)C(F)(F)F. The product is O=C1CC(c2cccc(-n3ccnc3)c2)=Nc2cc(Cl)c(-c3ccc(F)cc3)cc2N1. Reaction SMILES: [C:1]([O:2][C:3](=[O:4])[NH:7][c:8]1[cH:9][c:10]([Cl:38])[c:11](-[c:31]2[cH:32][cH:33][c:34]([F:37])[cH:35][cH:36]2)[cH:12][c:13]1[NH:14][C:15]([CH2:16][C:17](=[O:5])[c:19]1[cH:20][c:21](-[n:25]2[cH:26][n:27][cH:28][cH:29]2)[cH:22][cH:23][cH:24]1)=[O:30])([CH3:6])([CH3:18])[CH3:39].[Cl:47][CH2:48][Cl:49].[F:40][C:41]([F:42])([F:43])[C:44]([OH:45])=[O:46]>>[N:7]1=[C:17]([c:19]2[cH:20][c:21](-[n:25]3[cH:26][n:27][cH:28][cH:29]3)[cH:22][cH:23][cH:24]2)[CH2:16][C:15](=[O:30])[NH:14][c:13]2[c:8]1[cH:9][c:10]([Cl:38])[c:11](-[c:31]1[cH:32][cH:33][c:34]([F:37])[cH:35][cH:36]1)[cH:12]2. Starting materials: FC=1C=CC=C2C=NNC12 (7-fluoro-1H-indazole), BrCC(=O)OCC (ethyl bromoacetate). The product is FC1=CC=CC2=CN(N=C12)CC(=O)OCC (Ethyl (7-fluoro-2H-indazol-2-yl)acetate). As a reaction SMILES: [F:1][C:2]1[CH:3]=[CH:4][CH:5]=[C:6]2[C:10]=1[NH:9][N:8]=[CH:7]2.Br[CH2:12][C:13]([O:15][CH2:16][CH3:17])=[O:14]>>[F:1][C:2]1[C:10]2[C:6](=[CH:7][N:8]([CH2:12][C:13]([O:15][CH2:16][CH3:17])=[O:14])[N:9]=2)[CH:5]=[CH:4][CH:3]=1. Procedure details: The title compound was prepared according to the method described for Preparation 93 using 7-fluoro-1H-indazole and ethyl bromoacetate to afford the title compound as an off-white solid in 35% yield, 175 mg. Starting materials: chromic anhydride, S(O)(O)(=O)=O (sulfuric acid), O (water), C1(=CC=CC=C1)CCC=C1CCN(CC1)CC1=CC=CC=C1 (4-(3-phenylpropylidene)-1-benzylpiperidine), B (borane), O (water). Run in hexanes, CCN(CC)CC (Et3N), CCOC(=O)C (EtOAc), CCOCC (ether), C1CCOC1 (THF). Conditions: time 1.5 hour. Product: C(C1=CC=CC=C1)N1CCC(CC1)C(CCC1=CC=CC=C1)=O (1-(1-Benzylpiperidin-4-yl)-3-phenyl-1-propanone). RXN SMILES: [C:1]1([CH2:7][CH2:8][CH:9]=[C:10]2[CH2:15][CH2:14][N:13]([CH2:16][C:17]3[CH:22]=[CH:21][CH:20]=[CH:19][CH:18]=3)[CH2:12][CH2:11]2)[CH:6]=[CH:5][CH:4]=[CH:3][CH:2]=1.B.O.S(=O)(=O)(O)[OH:26]>CCOCC.C1COCC1.CCN(CC)CC.CCOC(C)=O>[CH2:16]([N:13]1[CH2:12][CH2:11][CH:10]([C:9](=[O:26])[CH2:8][CH2:7][C:1]2[CH:2]=[CH:3][CH:4]=[CH:5][CH:6]=2)[CH2:15][CH2:14]1)[C:17]1[CH:22]=[CH:21][CH:20]=[CH:19][CH:18]=1. Procedure details: To a solution of 1.115 g 4-(3-phenylpropylidene)-1-benzylpiperidine from Step B in 40 mL anhydrous ether under nitrogen was added 11.5 mL 1M borane solution in THF with stirring. After stirring for three hours, 2 mL of water was added dropwise, and the mixture was stirred for 30 min. After cooling with ice, a solution prepared from 0.287 g chromic anhydride, 0.624 mL concentrated sulfuric acid and 15 mL water was added dropwise with vigorous magnetic stirring over 5 minutes. After stirring for a... Starting materials: Cl.NC=1C=CC(=C2CCC(NC12)=O)O (8-amino-5-hydroxy-3,4-dihydrocarbostyril hydrochloride), O (water), [C-]#N.[K+] (potassium cyanide), O (water). Conditions: temperature 50 celsius. Yields the product OC1=C2CCC(NC2=C(C=C1)NC(=O)N)=O (5-hydroxy-8-ureido-3,4-dihydrocarbostyril). Reaction SMILES: Cl.[NH2:2][C:3]1[CH:4]=[CH:5][C:6]([OH:14])=[C:7]2[C:12]=1[NH:11][C:10](=[O:13])[CH2:9][CH2:8]2.[C-:15]#[N:16].[K+].[OH2:18]>>[OH:14][C:6]1[CH:5]=[CH:4][C:3]([NH:2][C:15]([NH2:16])=[O:18])=[C:12]2[C:7]=1[CH2:8][CH2:9][C:10](=[O:13])[NH:11]2 |f:0.1,2.3|. Procedure: 10.7 g of 8-amino-5-hydroxy-3,4-dihydrocarbostyril hydrochloride was dissolved in 300 ml of water, and a solution of 4.06 g of potassium cyanide dissolved in 100 ml of water was added thereto while stirring at a temperature of 50° C. After stirring the mixture for one hour at 50° C., the precipitated crystals were recovered by filtration, washed successively with 1 l of water and methanol to obtain 8.75 g of 5-hydroxy-8-ureido-3,4-dihydrocarbostyril as colorless amorphous crystals having a melti... Starting materials: NCCNCCN, c1ccncc1, O=C(Oc1cccc2[nH]nnc12)c1ccc(B(O)O)cc1. Yields the product NCCNCCNC(=O)c1ccc(B(O)O)cc1. RXN SMILES: [NH2:22][CH2:23][CH2:24][NH:25][CH2:26][CH2:27][NH2:28].[cH:29]1[cH:30][cH:31][n:32][cH:33][cH:34]1.[nH:1]1[c:2]2[cH:3][cH:4][cH:5][c:6]([O:7][C:11](=[O:12])[c:13]3[cH:14][cH:15][c:16]([B:19]([OH:20])[OH:21])[cH:17][cH:18]3)[c:8]2[n:9][n:10]1>>[C:11](=[O:12])([c:13]1[cH:14][cH:15][c:16]([B:19]([OH:20])[OH:21])[cH:17][cH:18]1)[NH:22][CH2:23][CH2:24][NH:25][CH2:26][CH2:27][NH2:28]. Reactants: COC1=CC2=C(CC(N(CC2)CCCCl)=O)C=C1OC (1-(7,8-dimethoxy-1,3,4,5-tetrahydro-2H-3-benzazepin-2-on-3-yl)-3-chloro-propane), CNCCC1=CC=C(C=C1)OCCCC (N-methyl-N-[2-(4-n-butoxy-phenyl)-ethyl]-amine). Product: COC1=CC2=C(CC(N(CC2)CCCN(CCC2=CC=C(C=C2)OCCCC)C)=O)C=C1OC (1-[7,8-Dimethoxy-1,3,4,5-tetrahydro-2H-3-benzazepin-2-on-3-yl]-3-[N-methyl-N-(2-{4-n-butoxy-phenyl}-ethyl)amino]-propane). Reaction SMILES: [CH3:1][O:2][C:3]1[C:18]([O:19][CH3:20])=[CH:17][C:6]2[CH2:7][C:8](=[O:16])[N:9]([CH2:12][CH2:13][CH2:14]Cl)[CH2:10][CH2:11][C:5]=2[CH:4]=1.[CH3:21][NH:22][CH2:23][CH2:24][C:25]1[CH:30]=[CH:29][C:28]([O:31][CH2:32][CH2:33][CH2:34][CH3:35])=[CH:27][CH:26]=1>>[CH3:1][O:2][C:3]1[C:18]([O:19][CH3:20])=[CH:17][C:6]2[CH2:7][C:8](=[O:16])[N:9]([CH2:12][CH2:13][CH2:14][N:22]([CH3:21])[CH2:23][CH2:24][C:25]3[CH:30]=[CH:29][C:28]([O:31][CH2:32][CH2:33][CH2:34][CH3:35])=[CH:27][CH:26]=3)[CH2:10][CH2:11][C:5]=2[CH:4]=1. Reported procedure: This compound was prepared analogous to Example 5(b) by reaction of 1-(7,8-dimethoxy-1,3,4,5-tetrahydro-2H-3-benzazepin-2-on-3-yl)-3-chloro-propane with N-methyl-N-[2-(4-n-butoxy-phenyl)-ethyl]-amine.